This data is from the Open Reaction Database (ORD), a public repository of structured organic reaction records. The task is: describe an organic reaction: reactants, conditions, products, and yield Starting materials: OC1=C2C(=CC=NC2=C(C=C1OC)[N+](=O)[O-])C (5-hydroxy-6-methoxy-4-methyl-8-nitroquinoline), BrCCCCC1=CC=CC=C1 (1-bromo-4-phenylbutane), C1C(C)O1 (propylene oxide), OC1=C2C(=CC=NC2=C(C=C1OC)[N+](=O)[O-])C (5-hydroxy-6-methoxy-4-methyl-8-nitroquinoline), COC=1C(=C2C(=CC=NC2=C(C1)[N+](=O)[O-])C)OCCCCCCCC1=CC=CC=C1 (6-methoxy-4-methyl-8-nitro-5-(7-phenylheptoxy)quinoline). Run in CCOCC (Et2O), CN(C)P(=O)(N(C)C)N(C)C (HMPA), CCN(CC)CC (Et3N), pet ether. Reaction conditions: time 5 hour. Reported procedure: To a stirred mixture of 5-hydroxy-6-methoxy-4-methyl-8-nitroquinoline (5.9 g, 0.025 mol), 1-bromo-4-phenylbutane (4.3 g, 0.02 mol) and HMPA (15 ml), at 110°-115° C., was added dropwise, during 1 h, a mixture of propylene oxide (6 ml) and Et3N (1 ml). The reaction was continued for 5 h, allowed to cool and extracted successively with pet ether, Et2O and Me2CO leaving 1.1 g of insoluble starting material, 5-hydroxy-6-methoxy-4-methyl-8-nitroquinoline. The pet ether and Et2O fractions were worked u... Product: COC=1C(=C2C(=CC=NC2=C(C1)[N+](=O)[O-])C)OCCCCC1=CC=CC=C1 (6-methoxy-4-methyl-8-nitro-5-(4-phenylbutoxy) quinoline). As a reaction SMILES: [OH:1][C:2]1[C:11]([O:12][CH3:13])=[CH:10][C:9]([N+:14]([O-:16])=[O:15])=[C:8]2[C:3]=1[C:4]([CH3:17])=[CH:5][CH:6]=[N:7]2.Br[CH2:19][CH2:20][CH2:21][CH2:22][C:23]1[CH:28]=[CH:27][CH:26]=[CH:25][CH:24]=1.C1OC1C.COC1C(OCCCCCCCC2C=CC=CC=2)=C2C(=C([N+]([O-])=O)C=1)N=CC=C2C>CCOCC.CCN(CC)CC.CN(P(N(C)C)(N(C)C)=O)C>[CH3:13][O:12][C:11]1[C:2]([O:1][CH2:19][CH2:20][CH2:21][CH2:22][C:23]2[CH:28]=[CH:27][CH:26]=[CH:25][CH:24]=2)=[C:3]2[C:8](=[C:9]([N+:14]([O-:16])=[O:15])[CH:10]=1)[N:7]=[CH:6][CH:5]=[C:4]2[CH3:17]. The reactants are C(C)(=O)OC[C@H](C(=O)N1[C@@H](CCC1)C(=O)N1[C@@H](CCC1)C(=O)N[C@H](C(=O)OC)[C@@H](C)O)NC(=O)OCC1=CC=CC=C1 ((2S,3R)-methyl 2-((S)-1-((S)-1-((R)-3-acetoxy-2-(benzyloxycarbonylamino)-propanoyl)-pyrrolidine-2-carbonyl)pyrrolidine-2-carboxamido)-3-hydroxybutanoate), OC[C@@H](C(=O)OC)NC(=O)[C@H]1NCCC1 ((S)-methyl 3-hydroxy-2-((S)-pyrrolidine-2-carboxamido)propionate), CN1CCOCC1 (NMM), CN1CCOCC1 (NMM). Solvent: C(Cl)Cl (DCM), C(Cl)Cl (CH2Cl2), CN(C)C=O (DMF). Reaction conditions: time 30 minute. Yields the product C(C)(=O)O[C@H]([C@H](C(=O)N1[C@@H](CCC1)C(=O)N1[C@@H](CCC1)C(=O)N[C@H](C(=O)OC)CO)NC(=O)OCC1=CC=CC=C1)C ((S)-methyl 2-((S)-1-((S)-1-((2R,3S)-3-acetoxy-2-(benzyloxycarbonylamino)-butanoyl)-pyrrolidine-2-carbonyl)-pyrrolidine-2-carboxamido)-3-hydroxypropanoate). Yield: 17.5%. As a reaction SMILES: [C:1]([O:4][CH2:5][C@@H:6]([NH:32][C:33]([O:35][CH2:36][C:37]1[CH:42]=[CH:41][CH:40]=[CH:39][CH:38]=1)=[O:34])[C:7]([N:9]1[CH2:13][CH2:12][CH2:11][C@H:10]1[C:14]([N:16]1[CH2:20][CH2:19][CH2:18][C@H:17]1[C:21]([NH:23][C@@H:24]([C@H:29]([OH:31])C)[C:25]([O:27][CH3:28])=[O:26])=[O:22])=[O:15])=[O:8])(=[O:3])[CH3:2].[CH3:43]N1CCOCC1.OC[C@H](NC([C@@H]1CCCN1)=O)C(OC)=O>C(Cl)Cl.CN(C=O)C>[C:1]([O:4][C@@H:5]([CH3:43])[C@@H:6]([NH:32][C:33]([O:35][CH2:36][C:37]1[CH:38]=[CH:39][CH:40]=[CH:41][CH:42]=1)=[O:34])[C:7]([N:9]1[CH2:13][CH2:12][CH2:11][C@H:10]1[C:14]([N:16]1[CH2:20][CH2:19][CH2:18][C@H:17]1[C:21]([NH:23][C@@H:24]([CH2:29][OH:31])[C:25]([O:27][CH3:28])=[O:26])=[O:22])=[O:15])=[O:8])(=[O:3])[CH3:2]. Reported procedure: (2S)-1-((2R)-3-acetoxy-2-(benzyloxycarbonylamino)-butanoyl)-pyrrolidine-2-carboxylic acid (5) (1.3 g, 2.62 mmol) was dissolved in CH2Cl2 (15 mL), NMM (0.43 mL) and IBCF (0.51 mL) was added at −10° C. and stirred for 30 minutes under inert atmosphere. A mixture of(S)-methyl-3-hydroxy-2-((S)-pyrrolidine-2-carboxamido)-propionate (4) (992 mg, 3.93 mmol) and NMM (0.43 mL) in DMF (5 mL) were added drop wise to the reaction mixture and stirring was continued for another 3 h at RT. The reaction mixture... The reactants are BrB(Br)Br, COc1ccc(Br)cc1S(=O)(=O)NCCCl, ClCCl. Yields the product O=S(=O)(NCCCl)c1cc(Br)ccc1O. Reaction SMILES: [B:17]([Br:18])([Br:19])[Br:20].[Br:1][c:2]1[cH:3][cH:4][c:5]([O:15][CH3:16])[c:6]([S:8](=[O:9])(=[O:10])[NH:11][CH2:12][CH2:13][Cl:14])[cH:7]1.[Cl:21][CH2:22][Cl:23]>>[Br:1][c:2]1[cH:3][cH:4][c:5]([OH:15])[c:6]([S:8](=[O:9])(=[O:10])[NH:11][CH2:12][CH2:13][Cl:14])[cH:7]1. Reactants: [Na] (sodium), Br[C@H]1[C@@H](CCC1)Br (trans-1,2-dibromocyclopentane), CC(C(=O)OCC)C(=O)OCC (diethyl methylmalonate), alcoholate. The solvent is C(C)O (ethanol). Reaction conditions: time 3 hour. Product: C(C)OC(C(C(=O)OCC)(C)C1C=CCC1)=O (2-(2-Cyclopenten-1-yl)-2-methylmalonic Acid Diethyl Ester). As a reaction SMILES: [Na].[CH3:2][CH:3]([C:9]([O:11][CH2:12][CH3:13])=[O:10])[C:4]([O:6][CH2:7][CH3:8])=[O:5].Br[C@@H:15]1[CH2:19][CH2:18][CH2:17][C@H:16]1Br>C(O)C>[CH2:12]([O:11][C:9](=[O:10])[C:3]([CH:19]1[CH2:18][CH2:17][CH:16]=[CH:15]1)([CH3:2])[C:4]([O:6][CH2:7][CH3:8])=[O:5])[CH3:13] |^1:0|. Procedure: 52.4 g of sodium, cut into small pieces, was introduced into a three-necked flask equipped with dropping funnel, reflux condenser, and KPG agitator. Under an argon atmosphere, 790 ml of absolute ethanol was added dropwise thereto within 3 hours so that the reaction mixture was boiling vigorously. Within 1.5 hours, 157 g of diethyl methylmalonate was added dropwise to the hot, slightly turbid alcoholate solution. The mixture was agitated for another hour and then 205 g of trans-1,2-dibromocyclope... Starting materials: C1CCOC1, Cl, CC(NS(=O)C(C)(C)C)c1sc2ccccc2c1-c1cc(F)cc(F)c1. The product is CC(N)c1sc2ccccc2c1-c1cc(F)cc(F)c1. RXN SMILES: [CH2:28]1[O:29][CH2:30][CH2:31][CH2:32]1.[ClH:27].[F:1][c:2]1[cH:3][c:4](-[c:9]2[c:10]3[c:11]([s:12][c:13]2[CH:14]([CH3:15])[NH:16][S:17]([C:18]([CH3:19])([CH3:20])[CH3:21])=[O:22])[cH:23][cH:24][cH:25][cH:26]3)[cH:5][c:6]([F:8])[cH:7]1>>[F:1][c:2]1[cH:3][c:4](-[c:9]2[c:10]3[c:11]([s:12][c:13]2[CH:14]([CH3:15])[NH2:16])[cH:23][cH:24][cH:25][cH:26]3)[cH:5][c:6]([F:8])[cH:7]1. Starting materials: O=C1OC(CCl)CN1Cc1ccccc1, CN(C)C=O, [N-]=[N+]=[N-], [Na+]. The product is [N-]=[N+]=NCC1CN(Cc2ccccc2)C(=O)O1. As a reaction SMILES: [CH2:1]([c:2]1[cH:3][cH:4][cH:5][cH:6][cH:7]1)[N:8]1[C:9](=[O:15])[O:10][CH:11]([CH2:13][Cl:14])[CH2:12]1.[CH3:20][N:21]([CH3:22])[CH:23]=[O:24].[N-:17]=[N+:18]=[N-:19].[Na+:16]>>[CH2:1]([c:2]1[cH:3][cH:4][cH:5][cH:6][cH:7]1)[N:8]1[C:9](=[O:15])[O:10][CH:11]([CH2:13][N:17]=[N+:18]=[N-:19])[CH2:12]1.